This data is from the Open Reaction Database (ORD), a public repository of structured organic reaction records. The task is: describe an organic reaction: reactants, conditions, products, and yield The reactants are O=C1CCC(=O)N1Br, CCOCc1ccc2c(n1)N1C(C)CN(C(=O)OC(C)(C)C)CC1C2. Product: CCOCc1nc2c(cc1Br)CC1CN(C(=O)OC(C)(C)C)CC(C)N21. Reaction SMILES: [Br:26][N:27]1[C:28](=[O:29])[CH2:30][CH2:31][C:32]1=[O:33].[C:1]([CH3:2])([CH3:3])([CH3:4])[O:5][C:6](=[O:7])[N:8]1[CH2:9][CH:10]2[CH2:11][c:12]3[cH:13][cH:14][c:15]([CH2:22][O:23][CH2:24][CH3:25])[n:16][c:17]3[N:18]2[CH:19]([CH3:21])[CH2:20]1>>[C:1]([CH3:2])([CH3:3])([CH3:4])[O:5][C:6](=[O:7])[N:8]1[CH2:9][CH:10]2[CH2:11][c:12]3[cH:13][c:14]([Br:26])[c:15]([CH2:22][O:23][CH2:24][CH3:25])[n:16][c:17]3[N:18]2[CH:19]([CH3:21])[CH2:20]1. Reactants: C(C)OCC(=O)Cl (ethoxyacetyl chloride), NC=1OC=C(C1C#N)C(C)(C)C (2-amino-3-cyano-4-tert.-butyl-furan), ice water. Solvent: CN(C=O)C (dimethylformamide). Product: C(C)OCC(=O)NC=1OC=C(C1C#N)C(C)(C)C (2-ethoxyacetylamino-3-cyano-4-tert.-butyl-furan). The yield is 78.5%. As a reaction SMILES: [CH2:1]([O:3][CH2:4][C:5](Cl)=[O:6])[CH3:2].[NH2:8][C:9]1[O:10][CH:11]=[C:12]([C:16]([CH3:19])([CH3:18])[CH3:17])[C:13]=1[C:14]#[N:15]>CN(C)C=O>[CH2:1]([O:3][CH2:4][C:5]([NH:8][C:9]1[O:10][CH:11]=[C:12]([C:16]([CH3:19])([CH3:18])[CH3:17])[C:13]=1[C:14]#[N:15])=[O:6])[CH3:2]. Procedure details: 26.2 g (0.2 mole) of ethoxyacetyl chloride were added dropwise to a solution of 32.8 g (0.2 mole) of 2-amino-3-cyano-4-tert.-butyl-furan in 200 ml of dimethylformamide at room temperature. After the moderately exothermic reaction had subsided (rise in temperature from 23° C. to 38°), the reaction mixture was poured into ice-water. The solid product thereby obtained was filtered off and recrystallized, in the moist state, from a little methanol. 39.3 g of 2-ethoxyacetylamino-3-cyano-4-tert.-butyl...